From a dataset of the Open Reaction Database (ORD), a public repository of structured organic reaction records. describe an organic reaction: reactants, conditions, products, and yield RXN SMILES: [Br:1][c:2]1[c:3]([Cl:11])[cH:4][c:5]([O:9][CH3:10])[c:6]([Cl:8])[cH:7]1.[C:12](=[O:13])([O-:14])[O-:15].[C:52]([CH2:53][C:54](=[O:55])[O:56][CH2:57][CH3:58])(=[O:59])[O:60][CH2:61][CH3:62].[C:70]([O:71][Pd:72][O:73][C:74](=[O:75])[CH3:76])(=[O:77])[CH3:78].[CH3:63][c:64]1[cH:65][cH:66][cH:67][cH:68][cH:69]1.[CH:18]1([P:19]([CH:20]2[CH2:21][CH2:22][CH2:23][CH2:24][CH2:25]2)[c:26]2[cH:27][cH:28][cH:29][cH:30][c:31]2-[c:32]2[c:33]([CH:34]([CH3:35])[CH3:36])[cH:37][c:38]([CH:39]([CH3:40])[CH3:41])[cH:42][c:43]2[CH:44]([CH3:45])[CH3:46])[CH2:47][CH2:48][CH2:49][CH2:50][CH2:51]1.[Cs+:16].[Cs+:17]>>[c:2]1([CH:53]([C:52](=[O:59])[O:60][CH2:61][CH3:62])[C:54](=[O:55])[O:56][CH2:57][CH3:58])[c:3]([Cl:11])[cH:4][c:5]([O:9][CH3:10])[c:6]([Cl:8])[cH:7]1. Yields the product CCOC(=O)C(C(=O)OCC)c1cc(Cl)c(OC)cc1Cl. Starting materials: COc1cc(Cl)c(Br)cc1Cl, O=C([O-])[O-], CCOC(=O)CC(=O)OCC, CC(=O)O[Pd]OC(C)=O, Cc1ccccc1, CC(C)c1cc(C(C)C)c(-c2ccccc2P(C2CCCCC2)C2CCCCC2)c(C(C)C)c1, [Cs+], [Cs+]. Starting materials: C1CCOC1, CN(C)c1ccncc1, CC(=O)Nc1nc2ccc(-c3cnc(C)c(N)c3)cc2s1, O=S(=O)(Cl)c1ccccc1, c1ccncc1. Product: CC(=O)Nc1nc2ccc(-c3cnc(C)c(NS(=O)(=O)c4ccccc4)c3)cc2s1. RXN SMILES: [CH2:22]1[O:23][CH2:24][CH2:25][CH2:26]1.[CH3:37][N:38]([CH3:39])[c:40]1[cH:41][cH:42][n:43][cH:44][cH:45]1.[NH2:1][c:2]1[cH:3][c:4](-[c:9]2[cH:10][c:11]3[c:12]([n:13][c:14]([NH:16][C:17]([CH3:18])=[O:19])[s:15]3)[cH:20][cH:21]2)[cH:5][n:6][c:7]1[CH3:8].[c:27]1([S:33](=[O:34])(=[O:35])[Cl:36])[cH:28][cH:29][cH:30][cH:31][cH:32]1.[cH:46]1[cH:47][cH:48][n:49][cH:50][cH:51]1>>[NH:1]([c:2]1[cH:3][c:4](-[c:9]2[cH:10][c:11]3[c:12]([n:13][c:14]([NH:16][C:17]([CH3:18])=[O:19])[s:15]3)[cH:20][cH:21]2)[cH:5][n:6][c:7]1[CH3:8])[S:33]([c:27]1[cH:28][cH:29][cH:30][cH:31][cH:32]1)(=[O:34])=[O:35]. The reactants are ClC1=C(C(=NC=N1)CN1C(=NC=C1)C1=NC(=CC=C1)F)CCC (6-chloro-4-[2-(6-fluoro-pyridin-2-yl)-imidazol-1-ylmethyl]-5-propyl-pyrimidine), C(C)N (ethylamine). Conditions: temperature 70 celsius. Yields the product C(C)NC1=NC=NC(=C1CCC)CN1C(=NC=C1)C1=NC(=CC=C1)F (Ethyl-{6-[2-(6-fluoro-pyridin-2-yl)-imidazol-1-ylmethyl]-5-propyl-pyrimidin-4-yl}-amine). Reaction SMILES: Cl[C:2]1[N:7]=[CH:6][N:5]=[C:4]([CH2:8][N:9]2[CH:13]=[CH:12][N:11]=[C:10]2[C:14]2[CH:19]=[CH:18][CH:17]=[C:16]([F:20])[N:15]=2)[C:3]=1[CH2:21][CH2:22][CH3:23].[CH2:24]([NH2:26])[CH3:25]>>[CH2:24]([NH:26][C:2]1[C:3]([CH2:21][CH2:22][CH3:23])=[C:4]([CH2:8][N:9]2[CH:13]=[CH:12][N:11]=[C:10]2[C:14]2[CH:19]=[CH:18][CH:17]=[C:16]([F:20])[N:15]=2)[N:5]=[CH:6][N:7]=1)[CH3:25]. Procedure details: A mixture of 6-chloro-4-[2-(6-fluoro-pyridin-2-yl)-imidazol-1-ylmethyl]-5-propyl-pyrimidine (60 mg, 0.18 mmol) and ethylamine (2M in THF, 2 mL) is heated at 70° C. in a sealed tube overnight. Solvent is removed. Water (10 mL) and ethyl acetate (15 mL) are added. The layers are separated—the aqueous layer is extracted with ethyl acetate (2×20 mL) and the organic layers are combined. On drying, the solvent is removed in vacuo. Preparative TLC separation gives the title compound. LC-MS (M+1) 341.2 ... Reactants: Cc1nc(N2CCc3ccccc3CC2)c(C#N)c(=O)n1N(C(=O)OC(C)(C)C)C(C)C, CO, Cl. Product: Cc1nc(N2CCc3ccccc3CC2)c(C#N)c(=O)n1NC(C)C. RXN SMILES: [C:1]([O:2][C:3](=[O:4])[N:7]([CH:8]([CH3:9])[CH3:10])[n:11]1[c:12]([CH3:31])[n:13][c:14]([N:20]2[CH2:21][CH2:22][c:23]3[c:24]([cH:27][cH:28][cH:29][cH:30]3)[CH2:25][CH2:26]2)[c:15]([C:18]#[N:19])[c:16]1=[O:17])([CH3:5])([CH3:6])[CH3:32].[CH3:34][OH:35].[ClH:33]>>[NH:7]([CH:8]([CH3:9])[CH3:10])[n:11]1[c:12]([CH3:31])[n:13][c:14]([N:20]2[CH2:21][CH2:22][c:23]3[c:24]([cH:27][cH:28][cH:29][cH:30]3)[CH2:25][CH2:26]2)[c:15]([C:18]#[N:19])[c:16]1=[O:17].